From a dataset of the Open Reaction Database (ORD), a public repository of structured organic reaction records. describe an organic reaction: reactants, conditions, products, and yield Reactants: [Br-], Cc1ccccc1, C[P+](c1ccccc1)(c1ccccc1)c1ccccc1, O=C(COc1ccc(C(F)(F)F)cc1)COc1c(Cl)cc(OCC=C(Cl)Cl)cc1Cl. Product: C=C(COc1ccc(C(F)(F)F)cc1)COc1c(Cl)cc(OCC=C(Cl)Cl)cc1Cl. RXN SMILES: [Br-:38].[CH3:31][c:32]1[cH:33][cH:34][cH:35][cH:36][cH:37]1.[CH3:39][P+:40]([c:41]1[cH:42][cH:43][cH:44][cH:45][cH:46]1)([c:47]1[cH:48][cH:49][cH:50][cH:51][cH:52]1)[c:53]1[cH:54][cH:55][cH:56][cH:57][cH:58]1.[Cl:1][c:2]1[c:3]([O:4][CH2:5][C:6]([CH2:7][O:8][c:9]2[cH:10][cH:11][c:12]([C:15]([F:16])([F:17])[F:18])[cH:13][cH:14]2)=[O:19])[c:20]([Cl:30])[cH:21][c:22]([O:24][CH2:25][CH:26]=[C:27]([Cl:28])[Cl:29])[cH:23]1>>[Cl:1][c:2]1[c:3]([O:4][CH2:5][C:6]([CH2:7][O:8][c:9]2[cH:10][cH:11][c:12]([C:15]([F:16])([F:17])[F:18])[cH:13][cH:14]2)=[CH2:31])[c:20]([Cl:30])[cH:21][c:22]([O:24][CH2:25][CH:26]=[C:27]([Cl:28])[Cl:29])[cH:23]1. The reactants are C(C)(=O)O[BH-](OC(C)=O)OC(C)=O.[Na+] (sodium triacetoxyborohydride), NC(CNC1=NC(=CC(=N1)OC1=CC=CC2=C1N=C(S2)N)C2=CC=C(C=C2)C(F)(F)F)(C)C (4-(2-(2-amino-2-methylpropylamino)-6-(4-(trifluoromethyl)phenyl)pyrimidin-4-yloxy)benzo[d]thiazol-2-amine), aqueous solution, C(CC=O)CC=O (glutaric dialdehyde). Solvent: ClCCCl (1,2-dichloroethane). Conditions: time 1 hour. Yields the product CC(CNC1=NC(=CC(=N1)OC1=CC=CC2=C1N=C(S2)N)C2=CC=C(C=C2)C(F)(F)F)(C)N2CCCCC2 (4-(2-(2-Methyl-2-(piperidin-1-yl)propylamino)-6-(4-(trifluoromethyl)phenyl)pyrimidin-4-yloxy)benzo[d]thiazol-2-amine). RXN SMILES: [NH2:1][C:2]([CH3:33])([CH3:32])[CH2:3][NH:4][C:5]1[N:10]=[C:9]([O:11][C:12]2[C:17]3[N:18]=[C:19]([NH2:21])[S:20][C:16]=3[CH:15]=[CH:14][CH:13]=2)[CH:8]=[C:7]([C:22]2[CH:27]=[CH:26][C:25]([C:28]([F:31])([F:30])[F:29])=[CH:24][CH:23]=2)[N:6]=1.[CH2:34]([CH2:38][CH:39]=O)[CH2:35][CH:36]=O.C(O[BH-](OC(=O)C)OC(=O)C)(=O)C.[Na+]>ClCCCl>[CH3:32][C:2]([N:1]1[CH2:39][CH2:38][CH2:34][CH2:35][CH2:36]1)([CH3:33])[CH2:3][NH:4][C:5]1[N:10]=[C:9]([O:11][C:12]2[C:17]3[N:18]=[C:19]([NH2:21])[S:20][C:16]=3[CH:15]=[CH:14][CH:13]=2)[CH:8]=[C:7]([C:22]2[CH:27]=[CH:26][C:25]([C:28]([F:29])([F:30])[F:31])=[CH:24][CH:23]=2)[N:6]=1 |f:2.3|. Procedure details: To a mixture of 4-(2-(2-amino-2-methylpropylamino)-6-(4-(trifluoromethyl)phenyl)pyrimidin-4-yloxy)benzo[d]thiazol-2-amine (47 mg, 1.0 mmol, Example 80) and 50% aqueous solution of glutaric dialdehyde (40 mg, 0.2 mmol, Aldrich) in 1,2-dichloroethane (2 mL) was added sodium triacetoxyborohydride (212 mg, 1.0 mmol, Aldrich) and the mixture was stirred at room temperature for 1 h. The reaction mixture was evaporated under reduced pressure and the residue was treated with sat. aqueous solution of NaH...